From a dataset of the Open Reaction Database (ORD), a public repository of structured organic reaction records. describe an organic reaction: reactants, conditions, products, and yield The reactants are FC1=CC=C(C=C1)C(C1SCSCS1)(O)C1=CC=C(C=C1)F (2-{bis(4-fluorophenyl)hydroxymetyl}-1,3,5-trithiane), C1(=CC=C(C=C1)S(=O)(=O)O)C (p-toluenesulfonic acid), C1=CC=CC=C1 (benzene). The solvent is C1CCCCC1 (cyclohexane). Product: FC1=CC=C(C(C2=CC=C(C=C2)F)=C2SCSCS2)C=C1 (2-(4,4'-difluorobenzhydrylidene)-1,3,5-trithiane). Yield: 89.5%. RXN SMILES: [F:1][C:2]1[CH:7]=[CH:6][C:5]([C:8]([C:16]2[CH:21]=[CH:20][C:19]([F:22])=[CH:18][CH:17]=2)(O)[CH:9]2[S:14][CH2:13][S:12][CH2:11][S:10]2)=[CH:4][CH:3]=1.C1(C)C=CC(S(O)(=O)=O)=CC=1.C1C=CC=CC=1>C1CCCCC1>[F:22][C:19]1[CH:20]=[CH:21][C:16]([C:8](=[C:9]2[S:10][CH2:11][S:12][CH2:13][S:14]2)[C:5]2[CH:4]=[CH:3][C:2]([F:1])=[CH:7][CH:6]=2)=[CH:17][CH:18]=1. Procedure: A mixture of 2.0 g of 2-{bis(4-fluorophenyl)hydroxymetyl}-1,3,5-trithiane, 0.2 g of p-toluenesulfonic acid and 50 ml of benzene was refluxed with heating for 15 minutes by means of a Dean-Stark reflux condenser. After being cooled, the mixture was extracted with ethyl acetate and the extract was washed with a saturated aqueous sodium hydrogencarbonate solution. The washed extract was dried over anhydrous magnesium sulfate and the solvent was removed by distillation under reduced pressure to obta... Reactants: CN1CCC(c2c[nH]c3ccc(B(O)O)cc23)CC1, Clc1nc2ccccc2s1, ClCCl, [Na+], [Na+], O=C([O-])[O-], C1CCOC1. Yields the product CN1CCC(c2c[nH]c3ccc(-c4nc5ccccc5s4)cc23)CC1. As a reaction SMILES: [CH3:1][N:2]1[CH2:3][CH2:4][CH:5]([c:8]2[cH:9][nH:10][c:11]3[cH:12][cH:13][c:14]([B:17]([OH:18])[OH:19])[cH:15][c:16]23)[CH2:6][CH2:7]1.[Cl:20][c:21]1[s:22][c:23]2[c:24]([n:25]1)[cH:26][cH:27][cH:28][cH:29]2.[Cl:30][CH2:31][Cl:32].[Na+:33].[Na+:34].[O-:35][C:36](=[O:37])[O-:38].[O:39]1[CH2:40][CH2:41][CH2:42][CH2:43]1>>[CH3:1][N:2]1[CH2:3][CH2:4][CH:5]([c:8]2[cH:9][nH:10][c:11]3[cH:12][cH:13][c:14](-[c:21]4[s:22][c:23]5[c:24]([n:25]4)[cH:26][cH:27][cH:28][cH:29]5)[cH:15][c:16]23)[CH2:6][CH2:7]1. Reactants: ClC=1C=C(C=C(C1OCC(F)(F)F)C1=CC=C(C=C1)C(F)(F)F)C1(CCOCC1)C(=O)OCC (ethyl 4-(5-chloro-6-(2,2,2-trifluoroethoxy)-4′-(trifluoromethyl)biphenyl-3-yl)tetrahydro-2H-pyran-4-carboxylate), O.[OH-].[Li+] (lithium hydroxide monohydrate), 5/ml. Run in CO.C1CCOC1.O (MeOH THF Water). Reaction conditions: time 3 hour. Product: ClC=1C=C(C=C(C1OCC(F)(F)F)C1=CC=C(C=C1)C(F)(F)F)C1(CCOCC1)C(=O)O (4-(5-chloro-6-(2,2,2-trifluoroethoxy)-4′-(trifluoromethyl)biphenyl-3-yl)tetrahydro-2H-pyran-4-carboxylic acid). The yield is 26.6%. Reaction SMILES: [Cl:1][C:2]1[CH:3]=[C:4]([C:24]2([C:30]([O:32]CC)=[O:31])[CH2:29][CH2:28][O:27][CH2:26][CH2:25]2)[CH:5]=[C:6]([C:14]2[CH:19]=[CH:18][C:17]([C:20]([F:23])([F:22])[F:21])=[CH:16][CH:15]=2)[C:7]=1[O:8][CH2:9][C:10]([F:13])([F:12])[F:11].O.[OH-].[Li+]>CO.C1COCC1.O>[Cl:1][C:2]1[CH:3]=[C:4]([C:24]2([C:30]([OH:32])=[O:31])[CH2:25][CH2:26][O:27][CH2:28][CH2:29]2)[CH:5]=[C:6]([C:14]2[CH:15]=[CH:16][C:17]([C:20]([F:21])([F:22])[F:23])=[CH:18][CH:19]=2)[C:7]=1[O:8][CH2:9][C:10]([F:11])([F:12])[F:13] |f:1.2.3,4.5.6|. Procedure: A mixture of ethyl 4-(5-chloro-6-(2,2,2-trifluoroethoxy)-4′-(trifluoromethyl)biphenyl-3-yl)tetrahydro-2H-pyran-4-carboxylate (400 mg, 0.78 mmol) and lithium hydroxide monohydrate (0.188 g, 7.8 mmol) in a MeOH/THF/Water solvent mixture (5 ml/5 ml 5/ml) was stirred for 3 h at room temperature. After completion of reaction volatiles were removed under reduced pressure. Residue was diluted with water, acidified with 5% HCl solution and extracted with ethyl acetate (3×50 mL). Combined organic layer w... Reactants: N1(C=NC=C1)C[C@H](C1=CC=CC=C1)OC1=C(C=2CCCC(C2C=C1)=O)CSC=1C=C(C(=O)O)C=CC1 (3-{[(2-{[(1S)-2-(1H-imidazol-1-yl)-1-phenylethyl]oxy}-5-oxo-5,6,7,8-tetrahydro-1-naphthalenyl)methyl]sulfanyl}benzoic acid), NC[C@H](C)O ((S)-1-amino-2-propanol). Yields the product O[C@H](CNC(C1=CC(=CC=C1)SCC1=C(C=CC=2C(CCCC12)=O)O[C@H](CN1C=NC=C1)C1=CC=CC=C1)=O)C (N-[(2S)-2-Hydroxypropyl]-3-{[(2-{[(1S)-2-(1H-imidazol-1-yl)-1-phenylethyl]oxy}-5-oxo-5,6,7,8-tetrahydro-1-naphthalenyl)methyl]sulfanyl}benzamide). The yield is 93.6%. As a reaction SMILES: [N:1]1([CH2:6][C@@H:7]([O:14][C:15]2[CH:24]=[CH:23][C:22]3[C:21](=[O:25])[CH2:20][CH2:19][CH2:18][C:17]=3[C:16]=2[CH2:26][S:27][C:28]2[CH:29]=[C:30]([CH:34]=[CH:35][CH:36]=2)[C:31](O)=[O:32])[C:8]2[CH:13]=[CH:12][CH:11]=[CH:10][CH:9]=2)[CH:5]=[CH:4][N:3]=[CH:2]1.[NH2:37][CH2:38][C@@H:39]([OH:41])[CH3:40]>>[OH:41][C@@H:39]([CH3:40])[CH2:38][NH:37][C:31](=[O:32])[C:30]1[CH:34]=[CH:35][CH:36]=[C:28]([S:27][CH2:26][C:16]2[C:17]3[CH2:18][CH2:19][CH2:20][C:21](=[O:25])[C:22]=3[CH:23]=[CH:24][C:15]=2[O:14][C@@H:7]([C:8]2[CH:13]=[CH:12][CH:11]=[CH:10][CH:9]=2)[CH2:6][N:1]2[CH:5]=[CH:4][N:3]=[CH:2]2)[CH:29]=1. Reported procedure: Using the method in Example 172, 3-{[(2-{[(1S)-2-(1H-imidazol-1-yl)-1-phenylethyl]oxy}-5-oxo-5,6,7,8-tetrahydro-1-naphthalenyl)methyl]sulfanyl}benzoic acid (50 mg, 0.10 mmol, 0.20M in DMF) and (S)-1-amino-2-propanol (23 mg, 0.30 mmol, 0.6M in DMF) were combined to give 52 mg of the desired compound: Low resolution mass spectrum (LC-MS, APCI) m/z 556 [M+H]+. The reactants are Cc1cccc(C#CC=C2CCCNC2)n1, Cc1ccc([N+](=O)[O-])c(Cl)n1. Yields the product Cc1cccc(C#CC=C2CCCN(c3nc(C)ccc3[N+](=O)[O-])C2)n1. As a reaction SMILES: [CH3:1][c:2]1[n:3][c:4]([C:8]#[C:9][CH:10]=[C:11]2[CH2:12][NH:13][CH2:14][CH2:15][CH2:16]2)[cH:5][cH:6][cH:7]1.[Cl:17][c:18]1[n:19][c:20]([CH3:27])[cH:21][cH:22][c:23]1[N+:24](=[O:25])[O-:26]>>[CH3:1][c:2]1[n:3][c:4]([C:8]#[C:9][CH:10]=[C:11]2[CH2:12][N:13]([c:18]3[n:19][c:20]([CH3:27])[cH:21][cH:22][c:23]3[N+:24](=[O:25])[O-:26])[CH2:14][CH2:15][CH2:16]2)[cH:5][cH:6][cH:7]1.